From a dataset of the Open Reaction Database (ORD), a public repository of structured organic reaction records. describe an organic reaction: reactants, conditions, products, and yield Starting materials: CCCC1=C(C=CC(=C1O)C(=O)C)O (2,4-dihydroxy-3-propylacetophenone), Cl.NO (hydroxylamine hydrochloride), C(C)(=O)[O-].[Na+] (sodium acetate). Run in CO (methanol). Reaction conditions: time 14 hour. The product is CC1=NOC2=C1C=CC(=C2CCC)O (3-methyl-6-hydroxy-7-propylbenz-[4,5]-isoxazole). As a reaction SMILES: [CH3:1][CH2:2][CH2:3][C:4]1[C:9]([OH:10])=[C:8]([C:11]([CH3:13])=O)[CH:7]=[CH:6][C:5]=1[OH:14].Cl.[NH2:16]O.C([O-])(=O)C.[Na+]>CO>[CH3:13][C:11]1[C:8]2[CH:7]=[CH:6][C:5]([OH:14])=[C:4]([CH2:3][CH2:2][CH3:1])[C:9]=2[O:10][N:16]=1 |f:1.2,3.4|. Procedure details: A solution of 2,4-dihydroxy-3-propylacetophenone (1.008 grams) in dry methanol (10 mL) was treated with hydroxylamine hydrochloride (1.803 grams) and anhydrous sodium acetate (2.127 grams). The mixture was refluxed 4 hours. HPLC analysis indicated the complete disappearance of starting material. The reaction was partitioned between isopropyl acetate and pH 7 buffer. The organic was dried over magnesium sulfate, filtered and evaporated to a solid. Acetic anhydride (11 mL) was added and the soluti... Starting materials: BrCc1ccccc1Br, CS(C)=O, CCOC(C)=O, N#C[Na], O. Product: N#CCc1ccccc1Br. RXN SMILES: [Br:1][c:2]1[c:3]([CH2:4][Br:5])[cH:6][cH:7][cH:8][cH:9]1.[CH3:13][S:14]([CH3:15])=[O:16].[CH3:18][CH2:19][O:20][C:21](=[O:22])[CH3:23].[Na:10][C:11]#[N:12].[OH2:17]>>[Br:1][c:2]1[c:3]([CH2:4][C:11]#[N:12])[cH:6][cH:7][cH:8][cH:9]1. Reactants: N=1NN=NC1C1=CC=C(C=C1)[C@H](C)NC(OC(C)(C)C)=O (tert-Butyl {(1S)-1-[4-(2H-tetrazol-5-yl)phenyl]ethyl}carbamate), FC(C(=O)O)(F)F (trifluoroacetic acid), ClCCl (dichloromethane). Yields the product Cl.N=1NN=NC1C1=CC=C(C=C1)[C@H](C)N ({(1S)-1-[4-(2H-Tetrazol-5-yl)phenyl]ethyl}amine hydrochloride). Yield: 83.0%. Reaction SMILES: [N:1]1[NH:2][N:3]=[N:4][C:5]=1[C:6]1[CH:11]=[CH:10][C:9]([C@@H:12]([NH:14]C(=O)OC(C)(C)C)[CH3:13])=[CH:8][CH:7]=1.FC(F)(F)C(O)=O.[Cl:29]CCl>>[ClH:29].[N:4]1[NH:3][N:2]=[N:1][C:5]=1[C:6]1[CH:7]=[CH:8][C:9]([C@@H:12]([NH2:14])[CH3:13])=[CH:10][CH:11]=1 |f:3.4|. Reported procedure: tert-Butyl {(1S)-1-[4-(2H-tetrazol-5-yl)phenyl]ethyl}carbamate (step 2, 1.19 g, 4.10 mmol) was treated with trifluoroacetic acid (10 mL) and dichloromethane (10 mL) at room temperature for 1 h. After removal of the solvent, the residue was diluted with 4 M solution of hydrogen chloride in ethyl acetate (20 mL). The mixture was concentrated under reduced pressure and the residue was washed with ether to give 0.77 g (83%) of the title compounds as white solids: 1H-NMR (DMSO-d6) δ 8.60 (3H, br.s), ... The reactants are C(C)(C)(C)OC(=O)N1[C@@H](CC(C1)=NOC)C(=O)O ((2S,4EZ)-1-(tert-butoxycarbonyl)-4-(methoxyimino)-2-pyrrolidinecarboxylic acid), CC1=C(C(=CC=C1)C)C1=CC=C(C=C1)C(=O)O (2′,6′-dimethyl[1,1′-biphenyl]-4-carboxylic acid), NCC(O)C1=CC=C(C=C1)O (4-[(1RS)-2-amino-1-hydroxyethyl]phenol). Yields the product CC1=C(C(=CC=C1)C)C1=CC=C(C=C1)C(=O)N1[C@@H](CC(C1)=NOC)C(=O)NCC(C1=CC=C(C=C1)O)O ((2S,4EZ)-1-[(2′,6′-dimethyl[1,1′-biphenyl]-4-yl)carbonyl]-N-[(2RS)-2-hydroxy-2-(4-hydroxyphenyl)ethyl]-4-(methoxyimino)-2-pyrrolidinecarboxamide). RXN SMILES: C(O[C:6]([N:8]1[CH2:12][C:11](=[N:13][O:14][CH3:15])[CH2:10][C@H:9]1[C:16]([OH:18])=O)=[O:7])(C)(C)C.[CH3:19][C:20]1[CH:25]=[CH:24][CH:23]=[C:22]([CH3:26])[C:21]=1[C:27]1[CH:32]=[CH:31][C:30](C(O)=O)=[CH:29][CH:28]=1.[NH2:36][CH2:37][CH:38]([C:40]1[CH:45]=[CH:44][C:43]([OH:46])=[CH:42][CH:41]=1)[OH:39]>>[CH3:26][C:22]1[CH:23]=[CH:24][CH:25]=[C:20]([CH3:19])[C:21]=1[C:27]1[CH:28]=[CH:29][C:30]([C:6]([N:8]2[CH2:12][C:11](=[N:13][O:14][CH3:15])[CH2:10][C@H:9]2[C:16]([NH:36][CH2:37][CH:38]([OH:39])[C:40]2[CH:45]=[CH:44][C:43]([OH:46])=[CH:42][CH:41]=2)=[O:18])=[O:7])=[CH:31][CH:32]=1. Procedure: Following the general method as outlined in Example 22, starting from (2S,4EZ)-1-(tert-butoxycarbonyl)-4-(methoxyimino)-2-pyrrolidinecarboxylic acid, 2′,6′-dimethyl[1,1′-biphenyl]-4-carboxylic acid, and 4-[(1RS)-2-amino-1-hydroxyethyl]phenol, the title compound was obtained in 89% purity by HPLC. MS(ESI+): m/z=502. The reactants are [N+](=O)([O-])C=1C=C(C=CC1)C1=NNC2=NC=NC(=C21)NC2=CC(=CC=C2)Cl (3-(3-nitro-phenyl)-4-(3-chloro-phenylamino)-1H-pyrazolo[3,4-d]pyrimidine). The reagents and catalysts are [Ni] (Raney nickel). Solvent: C1CCOC1 (THF), CO (methanol). The product is NC=1C=C(C=CC1)C1=NNC2=NC=NC(=C21)NC2=CC(=CC=C2)Cl (3-(3-amino-phenyl)-4-(3-chloro-phenylamino)-1H-pyrazolo-[3,4-d]pyrimidine). RXN SMILES: [N+:1]([C:4]1[CH:5]=[C:6]([C:10]2[C:18]3[C:13](=[N:14][CH:15]=[N:16][C:17]=3[NH:19][C:20]3[CH:25]=[CH:24][CH:23]=[C:22]([Cl:26])[CH:21]=3)[NH:12][N:11]=2)[CH:7]=[CH:8][CH:9]=1)([O-])=O>[Ni].CO.C1COCC1>[NH2:1][C:4]1[CH:5]=[C:6]([C:10]2[C:18]3[C:13](=[N:14][CH:15]=[N:16][C:17]=3[NH:19][C:20]3[CH:25]=[CH:24][CH:23]=[C:22]([Cl:26])[CH:21]=3)[NH:12][N:11]=2)[CH:7]=[CH:8][CH:9]=1. Reported procedure: In the presence of 30 mg of Raney nickel, 110 mg (0.30 mmol) of 3-(3-nitro-phenyl)-4-(3-chloro-phenylamino)-1H-pyrazolo[3,4-d]pyrimidine are hydrogenated in 3 ml of methanol and 3 ml of THF. The catalyst is filtered off, then 15 g of silica gel are added to the filtrate, which is then concentrated by evaporation. Application of the powder to a silica gel column, elution with methylene chloride/ethanol (15:1) and stirring of the crude product with diethyl ether/hexane yield 3-(3-amino-phenyl)-4-(... Starting materials: C(CCCCCCCCCCCCC)C1=CC=C(OCC(COC(C2=CC=CC=C2)(C2=CC=CC=C2)C2=CC=CC=C2)O)C=C1 (1-(4-tetradecyl phenoxy)-3-(triphenylmethoxy)-2-propanol), CCOCC (ether). Run in CN(C=O)C (dimethylformamide). Reaction conditions: time 3 hour. Product: C1(=CC=CC=C1)COC(COC1=CC=C(C=C1)CCCCCCCCCCCCCC)COC(C1=CC=CC=C1)(C1=CC=CC=C1)C1=CC=CC=C1 (1-[2-(Phenylmethoxy)-3-(triphenylmethoxy)propoxy]-4-tetradecyl benzene). Yield: 198.4%. Reaction SMILES: [CH2:1]([C:15]1[CH:45]=[CH:44][C:18]([O:19][CH2:20][CH:21]([OH:43])[CH2:22][O:23][C:24]([C:37]2[CH:42]=[CH:41][CH:40]=[CH:39][CH:38]=2)([C:31]2[CH:36]=[CH:35][CH:34]=[CH:33][CH:32]=2)[C:25]2[CH:30]=[CH:29][CH:28]=[CH:27][CH:26]=2)=[CH:17][CH:16]=1)[CH2:2][CH2:3][CH2:4][CH2:5][CH2:6][CH2:7][CH2:8][CH2:9][CH2:10][CH2:11][CH2:12][CH2:13][CH3:14].CCO[CH2:49][CH3:50]>CN(C)C=O>[C:49]1([CH2:50][O:43][CH:21]([CH2:22][O:23][C:24]([C:37]2[CH:42]=[CH:41][CH:40]=[CH:39][CH:38]=2)([C:31]2[CH:32]=[CH:33][CH:34]=[CH:35][CH:36]=2)[C:25]2[CH:26]=[CH:27][CH:28]=[CH:29][CH:30]=2)[CH2:20][O:19][C:18]2[CH:17]=[CH:16][C:15]([CH2:1][CH2:2][CH2:3][CH2:4][CH2:5][CH2:6][CH2:7][CH2:8][CH2:9][CH2:10][CH2:11][CH2:12][CH2:13][CH3:14])=[CH:45][CH:44]=2)[CH:16]=[CH:15][CH:1]=[CH:2][CH:3]=1. Procedure details: To a solution of about 13.78 g of 1-(4-tetradecyl phenoxy)-3-(triphenylmethoxy)-2-propanol in about 45 ml of dimethylformamide was added a suspension of about 1.426 g of ether pre-washed sodium hydride in about 10 ml of dimethylformamide, followed by a solution of about 4.06 g of benzylbromide in about 5 ml of dimethylformamide. The mixture was stirred under argon for about 3 hours, quenched very slowly with water and extracted twice with about 50% ether in hexane. The organic layer was dried, f... Reactants: CCOC(=O)c1cc2oc3ccc(CC)cc3c(=O)c2nc1O, CC(=O)O, O=S(=O)(O)O. The product is CCc1ccc2oc3cc(C(=O)O)c(O)nc3c(=O)c2c1. As a reaction SMILES: [CH2:1]([CH3:2])[c:3]1[cH:4][cH:5][c:6]2[o:7][c:8]3[cH:9][c:10]([C:19](=[O:20])[O:21][CH2:22][CH3:23])[c:11]([OH:18])[n:12][c:13]3[c:14](=[O:17])[c:15]2[cH:16]1.[CH3:29][C:30](=[O:31])[OH:32].[S:24](=[O:25])(=[O:26])([OH:27])[OH:28]>>[CH2:1]([CH3:2])[c:3]1[cH:4][cH:5][c:6]2[o:7][c:8]3[cH:9][c:10]([C:19](=[O:20])[OH:21])[c:11]([OH:18])[n:12][c:13]3[c:14](=[O:17])[c:15]2[cH:16]1.